From a dataset of the Open Reaction Database (ORD), a public repository of structured organic reaction records. describe an organic reaction: reactants, conditions, products, and yield The reactants are C(C)(C)(C)C1=CC(=NO1)NC(=O)NC1=CC(=CC=C1)SC1=NC=NC2=CC(=C(C=C12)OC)OCCCl (1-(5-tert-Butyl-isoxazol-3-yl)-3-{3-[7-(2-chloro-ethoxy)-6-methoxy-quinazolin-4-ylsulfanyl]-phenyl}-urea), N1CCCC1 (pyrrolidine). Product: C(C)(C)(C)C1=CC(=NO1)NC(=O)NC1=CC(=CC=C1)SC1=NC=NC2=CC(=C(C=C12)OC)OCCN1CCCC1 (1-(5-tert-butylisoxazol-3-yl)-3-(3-(6-methoxy-7-(2-(pyrrolidin-1-yl)ethoxy)quinazolin-4-ylthio)phenyl)urea). The yield is 17.1%. As a reaction SMILES: [C:1]([C:5]1[O:9][N:8]=[C:7]([NH:10][C:11]([NH:13][C:14]2[CH:19]=[CH:18][CH:17]=[C:16]([S:20][C:21]3[C:30]4[C:25](=[CH:26][C:27]([O:33][CH2:34][CH2:35]Cl)=[C:28]([O:31][CH3:32])[CH:29]=4)[N:24]=[CH:23][N:22]=3)[CH:15]=2)=[O:12])[CH:6]=1)([CH3:4])([CH3:3])[CH3:2].[NH:37]1[CH2:41][CH2:40][CH2:39][CH2:38]1>>[C:1]([C:5]1[O:9][N:8]=[C:7]([NH:10][C:11]([NH:13][C:14]2[CH:19]=[CH:18][CH:17]=[C:16]([S:20][C:21]3[C:30]4[C:25](=[CH:26][C:27]([O:33][CH2:34][CH2:35][N:37]5[CH2:41][CH2:40][CH2:39][CH2:38]5)=[C:28]([O:31][CH3:32])[CH:29]=4)[N:24]=[CH:23][N:22]=3)[CH:15]=2)=[O:12])[CH:6]=1)([CH3:4])([CH3:3])[CH3:2]. Procedure details: To the intermediate 1-(5-tert-butyl-isoxazol-3-yl)-3-{3-[7-(2-chloro-ethoxy)-6-methoxy-quinazolin-4-ylsulfanyl]-phenyl}-urea (225 mg, 0.426 mmol) from Example 79A was added pyrrolidine (0.105 mL, 1.278 mmol) in the manner described in Example 80 to yield 1-(5-tert-butylisoxazol-3-yl)-3-(3-(6-methoxy-7-(2-(pyrrolidin-1-yl)ethoxy)quinazolin-4-ylthio)phenyl)urea (41 mg, 18%) as a white solid. 1H NMR (300 MHz, DMSO-d6) δ 9.55 (s, 1H), 8.85 (s, 1H), 8.30 (s, 1H), 7.65-7.50 (m, 2H), 7.35-7.05 (m, 4H),... The reactants are CCOC(C)=O, O=C(CCl)c1ccc(O)c(O)c1, [N-]=[N+]=[N-], [Na+], CN(C)C=O. The product is [N-]=[N+]=NCC(=O)c1ccc(O)c(O)c1. As a reaction SMILES: [CH3:22][CH2:23][O:24][C:25](=[O:26])[CH3:27].[Cl:1][CH2:2][C:3](=[O:4])[c:5]1[cH:6][c:7]([OH:12])[c:8]([OH:9])[cH:10][cH:11]1.[N-:14]=[N+:15]=[N-:16].[Na+:13].[O:17]=[CH:18][N:19]([CH3:20])[CH3:21]>>[CH2:2]([C:3](=[O:4])[c:5]1[cH:6][c:7]([OH:12])[c:8]([OH:9])[cH:10][cH:11]1)[N:14]=[N+:15]=[N-:16]. Reactants: O=C([O-])O, CCOCC, CCOC(=O)c1cc(-c2cccc(N)c2)c2c(c1)ncn2-c1ccccc1, [Na+]. Product: Nc1cccc(-c2cc(CO)cc3ncn(-c4ccccc4)c23)c1. RXN SMILES: [C:28](=[O:29])([OH:30])[O-:31].[CH3:33][CH2:34][O:35][CH2:36][CH3:37].[NH2:1][c:2]1[cH:3][c:4](-[c:8]2[cH:9][c:10]([C:23](=[O:24])[O:25][CH2:26][CH3:27])[cH:11][c:12]3[c:13]2[n:14](-[c:17]2[cH:18][cH:19][cH:20][cH:21][cH:22]2)[cH:15][n:16]3)[cH:5][cH:6][cH:7]1.[Na+:32]>>[NH2:1][c:2]1[cH:3][c:4](-[c:8]2[cH:9][c:10]([CH2:23][OH:24])[cH:11][c:12]3[c:13]2[n:14](-[c:17]2[cH:18][cH:19][cH:20][cH:21][cH:22]2)[cH:15][n:16]3)[cH:5][cH:6][cH:7]1. Starting materials: O[C@H]1CN(CCC1)C=1N=C2N(C(C1/C=C/C(=O)OC(C)(C)C)=O)C=CC(=C2)\C=C\C=2SC=C(N2)C(C)C (tert-butyl (E)-3-{2-[(3R)-3-hydroxyhexahydro-1-pyridinyl]-8-[(E)-2-(4-isopropyl-1,3-thiazol-2-yl)-1-ethenyl]-4-oxo-4H-pyrido[1,2-a]pyrimidin-3-yl}-2-propenoate), C(=O)O[C@H]1CN(CCC1)C=1N=C2N(C(C1/C=C/C(=O)OC(C)(C)C)=O)C=CC(=C2)\C=C\C=2SC=C(N2)C(C)C (tert-Butyl (E)-3-{2-[(3R)-3-Formyloxyhexahydro-1-pyridinyl]-8-[(E)-2-(4-isopropyl-1,3-thiazol-2-yl)-1-ethenyl]-4-oxo-4H-pyrido[1,2-a]pyrimidin-3-yl}-2-propenoate), O[C@@H]1CN(CCC1)C=1N=C2N(C(C1/C=C/C(=O)OC(C)(C)C)=O)C=CC(=C2)\C=C\C=2SC=C(N2)C(C)C (tert-Butyl (E)-3-{2-[(3S)-3-hydroxyhexahydro-1-pyridinyl]-8-[(E)-2-(4-isopropyl-1,3-thiazol-2-yl)-1-ethenyl]-4-oxo-4H-pyrido[1,2-a]pyrimidin-3-yl}-2-propenoate). Yields the product NC(=O)O[C@H]1CN(CCC1)C=1N=C2N(C(C1/C=C/C(=O)O)=O)C=CC(=C2)\C=C\C=2SC=C(N2)C(C)C ((E)-3-(2-{(3R)-3-[(Aminocarbonyl)oxy]hexahydro-1-pyridinyl}-8-[(E)-2-(4-isopropyl-1,3-thiazol-2-yl)-1-ethenyl]-4-oxo-4H-pyrido[1,2-a]pyrimidin-3-yl)-2-propenoic acid). The yield is 84.0%. As a reaction SMILES: [OH:1][C@@H:2]1[CH2:7][CH2:6][CH2:5][N:4]([C:8]2[N:9]=[C:10]3[CH:27]=[C:26](/[CH:28]=[CH:29]/[C:30]4[S:31][CH:32]=[C:33]([CH:35]([CH3:37])[CH3:36])[N:34]=4)[CH:25]=[CH:24][N:11]3[C:12](=[O:23])[C:13]=2/[CH:14]=[CH:15]/[C:16]([O:18]C(C)(C)C)=[O:17])[CH2:3]1.C(O[C@@H]1CCCN(C2N=C3C=C(/C=C/C4SC=C(C(C)C)N=4)C=C[N:50]3[C:51](=[O:62])C=2/C=C/C(OC(C)(C)C)=O)C1)=O.O[C@H]1CCCN(C2N=C3C=C(/C=C/C4SC=C(C(C)C)N=4)C=CN3C(=O)C=2/C=C/C(OC(C)(C)C)=O)C1>>[NH2:50][C:51]([O:1][C@@H:2]1[CH2:7][CH2:6][CH2:5][N:4]([C:8]2[N:9]=[C:10]3[CH:27]=[C:26](/[CH:28]=[CH:29]/[C:30]4[S:31][CH:32]=[C:33]([CH:35]([CH3:36])[CH3:37])[N:34]=4)[CH:25]=[CH:24][N:11]3[C:12](=[O:23])[C:13]=2/[CH:14]=[CH:15]/[C:16]([OH:18])=[O:17])[CH2:3]1)=[O:62]. Procedure: The tert-butyl (E)-3-{2-[(3R)-3-hydroxyhexahydro-1-pyridinyl]-8-[(E)-2-(4-isopropyl-1,3-thiazol-2-yl)-1-ethenyl]-4-oxo-4H-pyrido[1,2-a]pyrimidin-3-yl}-2-propenoate (109 mg, 0.209 mmol) was treated in the same manner as in Example 103, (A) and (B) to obtain the title compound (89.7 mg, 84%).